Dataset: the Open Reaction Database (ORD), a public repository of structured organic reaction records. Task: describe an organic reaction: reactants, conditions, products, and yield Reactants: ClC(Cl)Cl, C1=C2CCCN2NCC1, COC(=O)CCn1nnnc1C1N2C(=O)C(NC(c3ccccc3)(c3ccccc3)c3ccccc3)C2SC1(C)C. Product: CC1(C)SC2C(NC(c3ccccc3)(c3ccccc3)c3ccccc3)C(=O)N2C1c1nnn[nH]1. Reaction SMILES: [CH:51]([Cl:52])([Cl:53])[Cl:54].[N:42]12[CH2:43][CH2:44][CH2:45][C:46]1=[CH:47][CH2:48][CH2:49][NH:50]2.[c:1]1([C:7]([c:8]2[cH:9][cH:10][cH:11][cH:12][cH:13]2)([c:14]2[cH:15][cH:16][cH:17][cH:18][cH:19]2)[NH:20][CH:21]2[CH:22]3[N:23]([CH:24]([c:29]4[n:30][n:31][n:32][n:33]4[CH2:34][CH2:35][C:36]([O:37][CH3:38])=[O:39])[C:25]([CH3:27])([CH3:28])[S:26]3)[C:40]2=[O:41])[cH:2][cH:3][cH:4][cH:5][cH:6]1>>[c:1]1([C:7]([c:8]2[cH:9][cH:10][cH:11][cH:12][cH:13]2)([c:14]2[cH:15][cH:16][cH:17][cH:18][cH:19]2)[NH:20][CH:21]2[CH:22]3[N:23]([CH:24]([c:29]4[nH:30][n:31][n:32][n:33]4)[C:25]([CH3:27])([CH3:28])[S:26]3)[C:40]2=[O:41])[cH:2][cH:3][cH:4][cH:5][cH:6]1. The reactants are C1(CCCCC1)N (cyclohexylamine), C(C)C1=C(C(=CC(=C1)CC)CC)N=C=S (2,4,6-triethyl-phenyl isothiocyanate), Cl (hydrochloric acid). Conditions: time 12 hour. The product is C(C)C1=C(C(=CC(=C1)CC)CC)NC(=S)NC1CCCCC1 (N-(2,4,6-Triethyl-phenyl)-N'-cyclohexyl-thiourea). RXN SMILES: [CH:1]1([NH2:7])[CH2:6][CH2:5][CH2:4][CH2:3][CH2:2]1.[CH2:8]([C:10]1[CH:15]=[C:14]([CH2:16][CH3:17])[CH:13]=[C:12]([CH2:18][CH3:19])[C:11]=1[N:20]=[C:21]=[S:22])[CH3:9].Cl>>[CH2:8]([C:10]1[CH:15]=[C:14]([CH2:16][CH3:17])[CH:13]=[C:12]([CH2:18][CH3:19])[C:11]=1[NH:20][C:21]([NH:7][CH:1]1[CH2:6][CH2:5][CH2:4][CH2:3][CH2:2]1)=[S:22])[CH3:9]. Reported procedure: 20.0 g of cyclohexylamine are taken and 15.0 g of 2,4,6-triethyl-phenyl isothiocyanate are introduced whilst stirring. The reaction takes place with slight evolution of heat. The mixture is left to stand for 12 hours and is then stirred with dilute hydrochloric acid and filtered. The crystalline reaction product is triturated with dilute methanol filtered off, washed and dried; yield 22.0 g; melting point 97°-99° C. The elementary analysis and NMR- and IR-spectrum agree with the assumed structur...